From a dataset of the Open Reaction Database (ORD), a public repository of structured organic reaction records. describe an organic reaction: reactants, conditions, products, and yield Reactants: C(C1=CC=CC=C1)OC(=O)N1CCC(CC1)=O (N-benzyloxycarbonyl-4-piperidone), C(C)OCC (ethyl ether). Reaction conditions: time 15 hour. Product: C(C1=CC=CC=C1)OC(=O)N1CCC(CC1)(C1=CC=C(C=C1)OC)O (N-Benzyloxycarbonyl-4-hydroxy-4-(4-methoxyphenyl)piperidine). As a reaction SMILES: [CH2:1]([O:8][C:9]([N:11]1[CH2:16][CH2:15][C:14](=[O:17])[CH2:13][CH2:12]1)=[O:10])[C:2]1[CH:7]=[CH:6][CH:5]=[CH:4][CH:3]=1.[CH2:18]([O:20][CH2:21][CH3:22])C>>[CH2:1]([O:8][C:9]([N:11]1[CH2:16][CH2:15][C:14]([OH:17])([C:2]2[CH:1]=[CH:22][C:21]([O:20][CH3:18])=[CH:4][CH:3]=2)[CH2:13][CH2:12]1)=[O:10])[C:2]1[CH:7]=[CH:6][CH:5]=[CH:4][CH:3]=1. Procedure details: mixture to a temperature of about 20° C., a solution of N-benzyloxycarbonyl-4-piperidone (48.2 g) in ethyl ether (450 cc) is poured in. Stirring is continued for 15 hours at this temperature. The reaction medium is then hydrolysed with a saturated solution of ammonium chloride to pH 6-7, the extracted with diethyl ether (3×500 cc). The organic phase is dried over anhydrous magnesium sulphate and concentrated to dryness under reduced pressure (20 mm Hg; 2.7 kPa). The residual oil is purified by f...